From a dataset of the Open Reaction Database (ORD), a public repository of structured organic reaction records. describe an organic reaction: reactants, conditions, products, and yield The reactants are C(C)(C)(C)OC(=O)N1C(CN(CCC(C2=C1C=CC=C2)=O)C(NC2=CC(=CC=C2)C)=O)=O (1-tert-butyloxycarbonyl-4-(3-methylphenyl)carbamyl-2,7-dioxo-2,3,4,5,6,7-hexahydro-1H-1,4-benzodiazonine), FC(C(=O)O)(F)F (trifluoroacetic acid). Run in C(Cl)(Cl)Cl (chloroform), C(Cl)(Cl)Cl (chloroform). The product is C(=O)(O)CN1C(CN(CCC(C2=C1C=CC=C2)=O)C(NC2=CC(=CC=C2)C)=O)=O (1-carboxymethyl-4-(3-methylphenyl)carbamyl-2,7-dioxo-2,3,4,5,6,7-hexahydro-1H-1,4-benzodiazonine). Reaction SMILES: C(OC([N:8]1[C:16]2[CH:17]=[CH:18][CH:19]=[CH:20][C:15]=2[C:14](=[O:21])[CH2:13][CH2:12][N:11]([C:22](=[O:31])[NH:23][C:24]2[CH:29]=[CH:28][CH:27]=[C:26]([CH3:30])[CH:25]=2)[CH2:10][C:9]1=[O:32])=O)(C)(C)C.F[C:34](F)(F)[C:35]([OH:37])=[O:36]>C(Cl)(Cl)Cl>[C:35]([CH2:34][N:8]1[C:16]2[CH:17]=[CH:18][CH:19]=[CH:20][C:15]=2[C:14](=[O:21])[CH2:13][CH2:12][N:11]([C:22](=[O:31])[NH:23][C:24]2[CH:29]=[CH:28][CH:27]=[C:26]([CH3:30])[CH:25]=2)[CH2:10][C:9]1=[O:32])([OH:37])=[O:36]. Procedure details: A solution of 1-tert-butyloxycarbonyl-4-(3-methylphenyl)carbamyl-2,7-dioxo-2,3,4,5,6,7-hexahydro-1H-1,4-benzodiazonine (452 mg, 1.0 mmol) in chloroform (4 ml) was stirred with trifluoroacetic acid (4 ml) at room temperature for 2 hours. The mixture was evapoarted to dryness and the residue dissolved in chloroform (50 ml), washed with brine (3×40 ml), and dried (MgSO4). Filtration and evaporation of the solvent gave the product. (393 mg, 99%). Run in C1CCOC1 (THF), C1CCOC1 (THF). Reaction SMILES: [CH3:1][Si:2]([C:5]#[CH:6])([CH3:4])[CH3:3].C([Li])CCC.[CH3:12][C:13]1([CH3:25])[C:22]2[C:17](=[CH:18][CH:19]=[C:20]([CH:23]=[O:24])[CH:21]=2)[S:16][CH2:15][CH2:14]1.[Cl-].[NH4+]>C1COCC1>[CH3:1][Si:2]([CH3:4])([CH3:3])[C:5]#[C:6][CH:15]1[CH2:14][C:13]([CH3:12])([CH3:25])[C:22]2[C:17](=[CH:18][CH:19]=[C:20]([CH2:23][OH:24])[CH:21]=2)[S:16]1 |f:3.4|. The product is C[Si](C#CC1SC2=CC=C(C=C2C(C1)(C)C)CO)(C)C (α-trimethylsilylethynyl-4,4-dimethyl-6-thiochromanmethanol). Starting materials: [Cl-].[NH4+] (ammonium chloride), C[Si](C)(C)C#C (trimethylsilylacetylene), C(CCC)[Li] (n-butyllithium), CC1(CCSC2=CC=C(C=C12)C=O)C (4,4-dimethyl-6-thiochromancarboxaldehyde). Isolated yield 99.9%. Procedure details: 3 ml (21.3 mmol) of trimethylsilylacetylene and 50 ml of THF were introduced into a three-necked flask. A solution of 8.6 ml (21.3 mmol) of n-butyllithium (2.5M in hexane) was added dropwise at -78° C. under a stream of nitrogen and the reaction mixture was permitted to heat to room temperature. This solution was introduced dropwise into a solution of 4 g (19.4 mmol) of 4,4-dimethyl-6-thiochromancarboxaldehyde in 50 ml of THF at -78° C. The reaction mixture was permitted to heat to room temperat... Reported procedure: Following the procedure described in Step 4 of Example 1, 1-[2-(6-hydroxy-2-naphthyl)-1-benzofuran-3-yl]-3,3-dimethyl-1-butanone (0.378 g, 1.05 mmol) was brominated using, bromine (0.08 mL, 1.6 mmol), and potassium acetate (1.02 g, 10.4 mmol), in glacial acetic acid (17 mL). Purification by flash chromatography (Biotage apparatus) using 15-20% chloroform in hexane as an eluant furnished the title compound as a dark brown gum (0.203 g). 1HNMR (300 MHz, DMSO-d6): δ10.95 (s, 1H), 8.35 (s, 1H), 8.2 ... Starting materials: OC=1C=C2C=CC(=CC2=CC1)C=1OC2=C(C1C(CC(C)(C)C)=O)C=CC=C2 (1-[2-(6-hydroxy-2-naphthyl)-1-benzofuran-3-yl]-3,3-dimethyl-1-butanone), BrBr (bromine), C(C)(=O)[O-].[K+] (potassium acetate). Yield: 44.2%. RXN SMILES: [OH:1][C:2]1[CH:3]=[C:4]2[C:9](=[CH:10][CH:11]=1)[CH:8]=[C:7]([C:12]1[O:13][C:14]3[CH:27]=[CH:26][CH:25]=[CH:24][C:15]=3[C:16]=1[C:17](=[O:23])[CH2:18][C:19]([CH3:22])([CH3:21])[CH3:20])[CH:6]=[CH:5]2.[Br:28]Br.C([O-])(=O)C.[K+]>C(O)(=O)C>[Br:28][C:3]1[C:2]([OH:1])=[CH:11][CH:10]=[C:9]2[C:4]=1[CH:5]=[CH:6][C:7]([C:12]1[O:13][C:14]3[CH:27]=[CH:26][CH:25]=[CH:24][C:15]=3[C:16]=1[C:17](=[O:23])[CH2:18][C:19]([CH3:22])([CH3:21])[CH3:20])=[CH:8]2 |f:2.3|. Solvent: C(C)(=O)O (acetic acid). Product: BrC1=C2C=CC(=CC2=CC=C1O)C=1OC2=C(C1C(CC(C)(C)C)=O)C=CC=C2 (1-[2-(5-Bromo-6-hydroxy-2-naphthyl)-1-benzofuran-3-yl]-3,3-dimethyl-1-butanone). The product is O=c1cc(OCc2ccccc2)cn[nH]1. RXN SMILES: [CH2:1]([c:2]1[cH:3][cH:4][cH:5][cH:6][cH:7]1)[O:8][c:9]1[cH:10][c:11](=[O:21])[n:12]([CH:15]2[CH2:16][CH2:17][CH2:18][CH2:19][O:20]2)[n:13][cH:14]1.[CH3:23][OH:24].[ClH:22]>>[CH2:1]([c:2]1[cH:3][cH:4][cH:5][cH:6][cH:7]1)[O:8][c:9]1[cH:10][c:11](=[O:21])[nH:12][n:13][cH:14]1. Reactants: O=c1cc(OCc2ccccc2)cnn1C1CCCCO1, CO, Cl. The reactants are S(O)(O)(=O)=O (sulfuric acid), FC1=CC=C(C(C(=O)O)=C1)O (5-Fluorosalicylic acid), C(OC)(OC)OC (Trimethyl orthoformate). The solvent is CO (methanol), CO (methanol). Reaction conditions: temperature 66 celsius. Yields the product COC(C=1C(O)=CC=C(C1)F)=O (5-fluorosalicylic acid methyl ester). RXN SMILES: [F:1][C:2]1[CH:10]=[C:6]([C:7]([OH:9])=[O:8])[C:5]([OH:11])=[CH:4][CH:3]=1.S(=O)(=O)(O)O.[CH:17](OC)(OC)OC>CO>[CH3:17][O:8][C:7](=[O:9])[C:6]1[C:5](=[CH:4][CH:3]=[C:2]([F:1])[CH:10]=1)[OH:11]. Reported procedure: 5-Fluorosalicylic acid (272.6 g, 1.74 mol) was dissolved in methanol (1.3 L) to form a clear solution. Concentrated sulfuric acid (50 ml) was slowly added to the methanol solution with vigorous stirring. The solution was heated to reflux for 4 hours. Trimethyl orthoformate (200 ml) was added slowly to the reaction solution. 300 ml of solvents (methyl formate and methanol) was distilled off. The remaining reaction solution was heated at 66° C. (refluxing temperature) for 16 hours. HPLC analysis i...